Dataset: the Open Reaction Database (ORD), a public repository of structured organic reaction records. Task: describe an organic reaction: reactants, conditions, products, and yield Reactants: O=C=NCc1ccc(Br)cc1, Cc1ccccc1, Nc1cccc2cnc(Cl)cc12. The product is O=C(NCc1ccc(Br)cc1)Nc1cccc2cnc(Cl)cc12. Reaction SMILES: [Br:13][c:14]1[cH:15][cH:16][c:17]([CH2:20][N:21]=[C:22]=[O:23])[cH:18][cH:19]1.[CH3:24][c:25]1[cH:26][cH:27][cH:28][cH:29][cH:30]1.[Cl:1][c:2]1[n:3][cH:4][c:5]2[cH:6][cH:7][cH:8][c:9]([NH2:12])[c:10]2[cH:11]1>>[Cl:1][c:2]1[n:3][cH:4][c:5]2[cH:6][cH:7][cH:8][c:9]([NH:12][C:22]([NH:21][CH2:20][c:17]3[cH:16][cH:15][c:14]([Br:13])[cH:19][cH:18]3)=[O:23])[c:10]2[cH:11]1. The reactants are CO, [N-]=[N+]=NCC(F)(F)c1cccc2cccnc12. Product: NCC(F)(F)c1cccc2cccnc12. As a reaction SMILES: [CH3:18][OH:19].[N:1](=[N+:2]=[N-:3])[CH2:4][C:5]([F:6])([F:7])[c:8]1[cH:9][cH:10][cH:11][c:12]2[cH:13][cH:14][cH:15][n:16][c:17]12>>[NH2:1][CH2:4][C:5]([F:6])([F:7])[c:8]1[cH:9][cH:10][cH:11][c:12]2[cH:13][cH:14][cH:15][n:16][c:17]12. Reactants: COC(=O)C=1C2CCC(C1NC(C)C1=CC=CC=C1)N2C(=O)OC(C)(C)C (3-(1-phenyl-ethylamino)-7-aza-bicyclo[2.2.1]hept-2-ene-2,7-dicarboxylic acid 7-tert-butyl ester 2-methyl ester), C(C)(=O)O[BH-](OC(C)=O)OC(C)=O.[Na+] (sodium triacetoxyborohydride), C([O-])(O)=O.[Na+] (sodium bicarbonate). The solvent is C(C)(=O)O.C(C)#N (acetic acid acetonitrile). Conditions: temperature 0 celsius, time 5 hour. Product: COC(=O)C1C2CCC(C1NC(C)C1=CC=CC=C1)N2C(=O)OC(C)(C)C (3-(1-phenyl-ethylamino)-7-aza-bicyclo[2.2.1]heptane-2,7-dicarboxylic acid 7-tert-butyl ester 2-methyl ester). As a reaction SMILES: [CH3:1][O:2][C:3]([C:5]1[CH:6]2[N:20]([C:21]([O:23][C:24]([CH3:27])([CH3:26])[CH3:25])=[O:22])[CH:9]([C:10]=1[NH:11][CH:12]([C:14]1[CH:19]=[CH:18][CH:17]=[CH:16][CH:15]=1)[CH3:13])[CH2:8][CH2:7]2)=[O:4].C(O[BH-](OC(=O)C)OC(=O)C)(=O)C.[Na+].C(=O)(O)[O-].[Na+]>C(O)(=O)C.C(#N)C>[CH3:1][O:2][C:3]([CH:5]1[CH:10]([NH:11][CH:12]([C:14]2[CH:19]=[CH:18][CH:17]=[CH:16][CH:15]=2)[CH3:13])[CH:9]2[N:20]([C:21]([O:23][C:24]([CH3:25])([CH3:27])[CH3:26])=[O:22])[CH:6]1[CH2:7][CH2:8]2)=[O:4] |f:1.2,3.4,5.6|. Procedure: A solution of 3-(1-phenyl-ethylamino)-7-aza-bicyclo[2.2.1]hept-2-ene-2,7-dicarboxylic acid 7-tert-butyl ester 2-methyl ester (0.3 g, 0.81 mmol) in acetic acid-acetonitrile (1:1, 20 mL) was treated with sodium triacetoxyborohydride (0.19 g, 0.89 mmol), stirred for 5 h at 0° C. and then neutralized with saturated aqueous sodium bicarbonate (5 mL). The organic layer was washed with brine (3×20 mL), then dried over MgSO4, filtered and concentrated in vacuo. The residue was purified by Biotage Flash ... Starting materials: P(Br)(Br)Br (phosphorous tribromide), C(C)(C)OC(=O)C=1N=CC=2NC3=CC=CC(=C3C2C1COC)CO (5-Hydroxymethyl-4-methoxymethyl-beta-carboline-3-carboxylic acid isopropyl ester), yellow crystals. Run in ClCCl (dichloromethane), ClCCl (dichloromethane). Conditions: time 20 hour. Yields the product C(C)(C)OC(=O)C=1N=CC=2NC3=CC=CC(=C3C2C1COC)CBr (5-Bromomethyl-4-methoxymethyl-beta-carboline-3-carboxylic acid isopropyl ester). RXN SMILES: [CH:1]([O:4][C:5]([C:7]1[N:8]=[CH:9][C:10]2[NH:11][C:12]3[C:17]([C:18]=2[C:19]=1[CH2:20][O:21][CH3:22])=[C:16]([CH2:23]O)[CH:15]=[CH:14][CH:13]=3)=[O:6])([CH3:3])[CH3:2].P(Br)(Br)[Br:26]>ClCCl>[CH:1]([O:4][C:5]([C:7]1[N:8]=[CH:9][C:10]2[NH:11][C:12]3[C:17]([C:18]=2[C:19]=1[CH2:20][O:21][CH3:22])=[C:16]([CH2:23][Br:26])[CH:15]=[CH:14][CH:13]=3)=[O:6])([CH3:3])[CH3:2]. Procedure: 5-Hydroxymethyl-4-methoxymethyl-beta-carboline-3-carboxylic acid isopropyl ester (1.0 g) is dissolved in dichloromethane. A solution of 0.83 phosphorous tribromide in 10 ml of dichloromethane is added. After 20 hours the resulting precipitate is suctioned off. The yield is 1.0 g of yellow crystals with indeterminate melting point. Reactants: CCO, [Na+], [OH-], CCOC(=O)c1noc(-c2ccccn2)c1C(F)(F)F. Yields the product O=C(O)c1noc(-c2ccccn2)c1C(F)(F)F. Reaction SMILES: [CH3:23][CH2:24][OH:25].[Na+:22].[OH-:21].[n:1]1[c:2](-[c:7]2[c:8]([C:17]([F:18])([F:19])[F:20])[c:9]([C:12](=[O:13])[O:14][CH2:15][CH3:16])[n:10][o:11]2)[cH:3][cH:4][cH:5][cH:6]1>>[n:1]1[c:2](-[c:7]2[c:8]([C:17]([F:18])([F:19])[F:20])[c:9]([C:12](=[O:13])[OH:14])[n:10][o:11]2)[cH:3][cH:4][cH:5][cH:6]1. The reactants are [N+](=O)([O-])C1=C(C=CC2=NOC=N2)C=CC=C1 (3-o-nitrostyryl-1,2,4-oxadiazole). The reagents and catalysts are [Cl-].[Cl-].[Ti+2] (Titanous chloride). The solvent is CC(=O)C (acetone). Run at time 30 minute. Product: NC1=C(/C=C/C2=NOC=N2)C=CC=C1 (trans-3-o-aminostyryl-1,2,4-oxadiazole). Yield: 80.2%. As a reaction SMILES: [N+:1]([C:4]1[CH:16]=[CH:15][CH:14]=[CH:13][C:5]=1[CH:6]=[CH:7][C:8]1[N:12]=[CH:11][O:10][N:9]=1)([O-])=O>CC(C)=O.[Cl-].[Cl-].[Ti+2]>[NH2:1][C:4]1[CH:16]=[CH:15][CH:14]=[CH:13][C:5]=1/[CH:6]=[CH:7]/[C:8]1[N:12]=[CH:11][O:10][N:9]=1 |f:2.3.4|. Reported procedure: Titanous chloride solution (15% w/v, 380 ml.) was added during 25 min. to a stirred solution of 3-o-nitrostyryl-1,2,4-oxadiazole (10.85 g.) in acetone (1 litre). After 30 min. more, the acetone was removed, and solid sodium hyrdogen carbonate was added to the stirred solution until the pH was 6-7. The mixture was extracted thoroughly with ethyl acetate solution was washed with water, then dried (MgSO4) and evaporated, leaving trans-3-o-aminostyryl-1,2,4-oxadiazole (7.5 g., 80%), m.p. 108°- 109°,...